The task is: describe an organic reaction: reactants, conditions, products, and yield. This data is from the Open Reaction Database (ORD), a public repository of structured organic reaction records. Starting materials: C(C1=CC=CC=C1)OC(=O)NCCC[C@H](CO)NC(C[C@@H](CCCCCCCCCCC)OCC1=CC=CC=C1)=O ((2R)-5-(benzyloxycarbonylamino)-2-[(R)-3-benzyloxytetradecanoylamino]pentan-1-ol), C(C)O.CCO (ethanol EtOH), [H][H] (hydrogen). Reaction SMILES: C(OC([NH:11][CH2:12][CH2:13][CH2:14][C@@H:15]([NH:18][C:19](=[O:41])[CH2:20][C@H:21]([O:33][CH2:34][C:35]1[CH:40]=[CH:39][CH:38]=[CH:37][CH:36]=1)[CH2:22][CH2:23][CH2:24][CH2:25][CH2:26][CH2:27][CH2:28][CH2:29][CH2:30][CH2:31][CH3:32])[CH2:16][OH:17])=O)C1C=CC=CC=1.C(O)C.CCO.[H][H]>C(N(CC)CC)C.CCN(CC)CC.[Pd]>[NH2:11][CH2:12][CH2:13][CH2:14][C@@H:15]([NH:18][C:19](=[O:41])[CH2:20][C@H:21]([O:33][CH2:34][C:35]1[CH:40]=[CH:39][CH:38]=[CH:37][CH:36]=1)[CH2:22][CH2:23][CH2:24][CH2:25][CH2:26][CH2:27][CH2:28][CH2:29][CH2:30][CH2:31][CH3:32])[CH2:16][OH:17] |f:1.2,4.5|. Reported procedure: In a three-neck flask, the catalyst (150 mg of 20% palladium/carbon) was added to the solution of (2R)-5-(benzyloxycarbonylamino)-2-[(R)-3-benzyloxytetradecanoylamino]pentan-1-ol (3.0 g; 5.27 mmol) in a mixture of triethylamine Et3N (6 ml)/HPLC-grade ethanol EtOH (300 ml). Air was discharged under vacuum then the flask was loaded with hydrogen. The reaction mixture was hydrogenated at room temperature for 2 hours then the catalyst was filtered off and the filtrate was concentrated to provide the... Run in C(C)N(CC)CC.CCN(CC)CC (triethylamine Et3N). The product is NCCC[C@H](CO)NC(C[C@@H](CCCCCCCCCCC)OCC1=CC=CC=C1)=O ((2R)-5-Amino-2-[(R)-3-benzyloxytetradecanoylamino]pentan-1-ol). Run at time 2 hour. Reagents/catalysts: [Pd] (palladium/carbon). Starting materials: C(C)C=1C=C(CC(C(=O)O)CC(N2CCC(CC2)N2C(NC3=CC=CC=C3C2)=O)=O)C=CC1CC (2-(3,4-diethyl-benzyl)-4-oxo-4-[4-(2-oxo-1,4-dihydro-2H-quinazolin-3-yl)-piperidin-1-yl]-butanoic acid), CN1CCC(CC1)N1CCNCC1 (1-(1-methyl-piperidin-4-yl)-piperazine). The product is C(C)C=1C=C(CC(C(=O)N2CCN(CC2)C2CCN(CC2)C)CC(=O)N2CCC(CC2)N2C(NC3=CC=CC=C3C2)=O)C=CC1CC (2-(3,4-diethyl-benzyl)-1-[4-(1-methyl-piperidin-4-yl)-piperazin-1-yl]-4-[4-(2-oxo-1,4-dihydro-2H-quinazolin-3-yl)-piperidin-1-yl]-butan-1,4-dione). As a reaction SMILES: [CH2:1]([C:3]1[CH:4]=[C:5]([CH:31]=[CH:32][C:33]=1[CH2:34][CH3:35])[CH2:6][CH:7]([CH2:11][C:12](=[O:30])[N:13]1[CH2:18][CH2:17][CH:16]([N:19]2[CH2:28][C:27]3[C:22](=[CH:23][CH:24]=[CH:25][CH:26]=3)[NH:21][C:20]2=[O:29])[CH2:15][CH2:14]1)[C:8](O)=[O:9])[CH3:2].[CH3:36][N:37]1[CH2:42][CH2:41][CH:40]([N:43]2[CH2:48][CH2:47][NH:46][CH2:45][CH2:44]2)[CH2:39][CH2:38]1>>[CH2:1]([C:3]1[CH:4]=[C:5]([CH:31]=[CH:32][C:33]=1[CH2:34][CH3:35])[CH2:6][CH:7]([CH2:11][C:12]([N:13]1[CH2:14][CH2:15][CH:16]([N:19]2[CH2:28][C:27]3[C:22](=[CH:23][CH:24]=[CH:25][CH:26]=3)[NH:21][C:20]2=[O:29])[CH2:17][CH2:18]1)=[O:30])[C:8]([N:46]1[CH2:47][CH2:48][N:43]([CH:40]2[CH2:39][CH2:38][N:37]([CH3:36])[CH2:42][CH2:41]2)[CH2:44][CH2:45]1)=[O:9])[CH3:2]. Procedure details: Prepared analogously to Example 76e) from 2-(3,4-diethyl-benzyl)-4-oxo-4-[4-(2-oxo-1,4-dihydro-2H-quinazolin-3-yl)-piperidin-1-yl]-butanoic acid and 1-(1-methyl-piperidin-4-yl)-piperazine. Reactants: FC(C1=C(C=CC=C1)C(=O)N=C=S)(F)F (2-(trifluoromethyl)-1-benzenecarbonyl isothiocyanate), FC(C1=C(C=CC=C1)C(=O)Cl)(F)F (2-(trifluoromethyl)-1-benzenecarbonyl chloride), COC=1C=C2C(=CC=NC2=CC1OC)OC1=CC(=C(N)C=C1)F (4-[(6,7-Dimethoxy-4-quinolyl)oxy]-2-fluoroaniline). Run in C(C)O (ethanol), C(C)O (ethanol), C1(=CC=CC=C1)C (toluene). Run at time 2 hour. Yields the product FC(C1=C(C=CC=C1)C(=O)N=C=S)(F)F (2-(Trifluoromethyl)-1-benzenecarbonyl isothiocyanate), COC=1C=C2C(=CC=NC2=CC1OC)OC1=CC(=C(C=C1)NC(=S)NC(C1=C(C=CC=C1)C(F)(F)F)=O)F (N-{4-[(6,7-Dimethoxy-4-quinolyl)oxy]-2-fluorophenyl}-N′-[2-(trifluoromethyl)benzoyl]thiourea). Isolated yield 80.0%. As a reaction SMILES: FC(F)(F)C1C=CC=CC=1C(Cl)=O.[CH3:14][O:15][C:16]1[CH:17]=[C:18]2[C:23](=[CH:24][C:25]=1[O:26][CH3:27])[N:22]=[CH:21][CH:20]=[C:19]2[O:28][C:29]1[CH:35]=[CH:34][C:32]([NH2:33])=[C:31]([F:36])[CH:30]=1.[F:37][C:38]([F:51])([F:50])[C:39]1[CH:44]=[CH:43][CH:42]=[CH:41][C:40]=1[C:45]([N:47]=[C:48]=[S:49])=[O:46]>C1(C)C=CC=CC=1.C(O)C>[F:50][C:38]([F:37])([F:51])[C:39]1[CH:44]=[CH:43][CH:42]=[CH:41][C:40]=1[C:45]([N:47]=[C:48]=[S:49])=[O:46].[CH3:14][O:15][C:16]1[CH:17]=[C:18]2[C:23](=[CH:24][C:25]=1[O:26][CH3:27])[N:22]=[CH:21][CH:20]=[C:19]2[O:28][C:29]1[CH:35]=[CH:34][C:32]([NH:33][C:48]([NH:47][C:45](=[O:46])[C:40]2[CH:41]=[CH:42][CH:43]=[CH:44][C:39]=2[C:38]([F:37])([F:51])[F:50])=[S:49])=[C:31]([F:36])[CH:30]=1. Procedure: 2-(Trifluoromethyl)-1-benzenecarbonyl isothiocyanate was prepared using commercially available 2-(trifluoromethyl)-1-benzenecarbonyl chloride (80 mg) as a starting compound according to the description of the literature. 4-[(6,7-Dimethoxy-4-quinolyl)oxy]-2-fluoroaniline (50 mg) was dissolved in toluene (5 ml) and ethanol (1 ml) to prepare a solution. A solution of 2-(trifluoromethyl)-1-benzenecarbonyl isothiocyanate in ethanol (1 ml) was then added to the solution, and the mixture was stirred at... The reactants are C1(=CC=CC=C1)OC(NC=1C(=NC(=C(C1)CC)C)OC1=CC=CC=C1)=O (Phenyl-N-(5-ethyl-6-methyl-2-phenoxypyridin-3-yl)carbamate), ClC=1C=C(C=C(C1)Cl)N1CCNCC1 (1-(3,5-dichlorophenyl)piperazine). Product: C(C)C=1C=C(C(=NC1C)OC1=CC=CC=C1)NC(=O)N1CCN(CC1)C1=CC(=CC(=C1)Cl)Cl (1-[(5-ethyl-6-methyl-2-phenoxypyridin-3-yl)aminocarbonyl]-4-(3,5-dichlorophenyl)piperazine). Isolated yield 82.0%. As a reaction SMILES: C1(O[C:8](=[O:26])[NH:9][C:10]2[C:11]([O:19][C:20]3[CH:25]=[CH:24][CH:23]=[CH:22][CH:21]=3)=[N:12][C:13]([CH3:18])=[C:14]([CH2:16][CH3:17])[CH:15]=2)C=CC=CC=1.[Cl:27][C:28]1[CH:29]=[C:30]([N:35]2[CH2:40][CH2:39][NH:38][CH2:37][CH2:36]2)[CH:31]=[C:32]([Cl:34])[CH:33]=1>>[CH2:16]([C:14]1[CH:15]=[C:10]([NH:9][C:8]([N:38]2[CH2:37][CH2:36][N:35]([C:30]3[CH:29]=[C:28]([Cl:27])[CH:33]=[C:32]([Cl:34])[CH:31]=3)[CH2:40][CH2:39]2)=[O:26])[C:11]([O:19][C:20]2[CH:21]=[CH:22][CH:23]=[CH:24][CH:25]=2)=[N:12][C:13]=1[CH3:18])[CH3:17]. Procedure details: Phenyl-N-(5-ethyl-6-methyl-2-phenoxypyridin-3-yl)carbamate and 1-(3,5-dichlorophenyl)piperazine were reacted by the same way with the example 1 to obtain the titled compound. Starting materials: CS(=O)(=O)O (methanesulfonic acid), ClC=1C=CC=2C(C3=C(NC2C1)C(N(C3=O)NC3=CC=CC1=CC=CC=C31)=O)=O (6-Chloro-2-(1-naphthylamino)-2,3,4,9-tetrahydro-1H-pyrrolo[3,4-b]quinoline-1,3,9-trione), ice. Isolated yield 43.1%. As a reaction SMILES: [Cl:1][C:2]1[CH:3]=[CH:4][C:5]2[C:6](=[O:28])[C:7]3[C:14](=[O:15])[N:13]([NH:16][C:17]4[C:26]5[C:21](=[CH:22][CH:23]=[CH:24][CH:25]=5)[CH:20]=[CH:19][CH:18]=4)[C:12](=[O:27])[C:8]=3[NH:9][C:10]=2[CH:11]=1.CS(O)(=O)=O>CO>[Cl:1][C:2]1[CH:3]=[CH:4][C:5]2[C:6](=[O:28])[C:7]3[C:14]([OH:15])=[N:13][N:16]([C:17]4[C:18]5[C:23](=[CH:22][CH:21]=[CH:20][CH:19]=5)[CH:24]=[CH:25][CH:26]=4)[C:12](=[O:27])[C:8]=3[NH:9][C:10]=2[CH:11]=1. Yields the product ClC=1C=CC=2C(C3=C(NC2C1)C(N(N=C3O)C3=CC=CC1=CC=CC=C31)=O)=O (7-Chloro-1-hydroxy-3-(1-naphthyl)-3,4,5,10-tetrahydropyridazino[4,5-b]quinoline-4,10-dione). Conditions: time 1.5 hour. The solvent is CO (methanol). Procedure: 6-Chloro-2-(1-naphthylamino)-2,3,4,9-tetrahydro-1H-pyrrolo[3,4-b]quinoline-1,3,9-trione (1.30 g, 3.34 mM) was stirred in methanol (0.65 L) and methanesulfonic acid (65 mL) was added. The brown suspension was heated to reflux for 16 hours during which the solids dissolved to give a brown solution. This solution was cooled to room temperature. Addition of ice (10 mL) gave a tan suspension which was stirred for 1.5 hours. The suspension was filtered (the filtrate was saved for use in Example 24) an... Product: OC1CCNC1CNC1CC1. Starting materials: [Al+3], C1CCOC1, O=C(NC1CC1)C1NCCC1O, [H-], [H-], [H-], [H-], [Li+], [Na+], [OH-], O. As a reaction SMILES: [Al+3:14].[CH2:21]1[O:22][CH2:23][CH2:24][CH2:25]1.[CH:1]1([NH:4][C:5](=[O:6])[CH:7]2[NH:8][CH2:9][CH2:10][CH:11]2[OH:12])[CH2:2][CH2:3]1.[H-:13].[H-:16].[H-:17].[H-:18].[Li+:15].[Na+:20].[OH-:19].[OH2:26]>>[CH:1]1([NH:4][CH2:5][CH:7]2[NH:8][CH2:9][CH2:10][CH:11]2[OH:12])[CH2:2][CH2:3]1.